Dataset: the Open Reaction Database (ORD), a public repository of structured organic reaction records. Task: describe an organic reaction: reactants, conditions, products, and yield Reactants: C1(=CC=CC=C1)S(=O)(=O)N1C=CC=2C(=CC=CC12)C=O (1- benzenesulphonyl-1H-indole-4-carboxaldehyde), C(C)(=O)[O-].[NH4+] (ammonium acetate), [N+](=O)([O-])C (nitromethane), O (Water). Yields the product C1(=CC=CC=C1)S(=O)(=O)N1C=CC2=C(C=CC=C12)C=C[N+](=O)[O-] (1-(Benzenesulphonyl)-4-(2-nitrovinyl)-1H-indole). The yield is 90.0%. Reaction SMILES: [C:1]1([S:7]([N:10]2[C:18]3[CH:17]=[CH:16][CH:15]=[C:14]([CH:19]=O)[C:13]=3[CH:12]=[CH:11]2)(=[O:9])=[O:8])[CH:6]=[CH:5][CH:4]=[CH:3][CH:2]=1.C([O-])(=O)C.[NH4+].O.[N+:27]([CH3:30])([O-:29])=[O:28]>>[C:1]1([S:7]([N:10]2[C:18]3[C:13](=[C:14]([CH:19]=[CH:30][N+:27]([O-:29])=[O:28])[CH:15]=[CH:16][CH:17]=3)[CH:12]=[CH:11]2)(=[O:9])=[O:8])[CH:6]=[CH:5][CH:4]=[CH:3][CH:2]=1 |f:1.2|. Procedure: To a solution of 1- benzenesulphonyl-1H-indole-4-carboxaldehyde (1.9 g, 6.6 mmol) in nitromethane (12 ml) was added ammonium acetate (205 mg, 2.7 mmol) and the resulting mixture was refluxed for 2 hours. Water (50 ml) was added and products were extracted with ethyl acetate (2×100 ml). The combined organic phases were washed with brine (1×30 ml), dried (MgSO4) and concentrated. Flash chromatography (silica gel, dichloromethane-hexane, 75:25) of the residue gave 1.95 g (90%) of the title compound... Reactants: FC1=CC(=C(CN2N=CC3=CC(=CC=C23)C=C2C(N=C(S2)SCCC)=O)C=C1)C(F)(F)F (5-[1-(4-Fluoro-2-trifluoromethyl-benzyl)-1H-indazol-5-ylmethylene]-2-propylsulfanyl-thiazol-4-one), N1CC(OCC1)CO (Morpholin-2-yl-methanol). Product: FC1=CC(=C(CN2N=CC3=CC(=CC=C23)C=C2C(N=C(S2)N2C[C@H](OCC2)CO)=O)C=C1)C(F)(F)F (5-[1-(4-Fluoro-2-trifluoromethyl-benzyl)-1H-indazol-5-ylmethylene]-2-((2S)-2-hydroxymethyl-morpholin-4-yl)-thiazol-4-one). As a reaction SMILES: [F:1][C:2]1[CH:28]=[CH:27][C:5]([CH2:6][N:7]2[C:15]3[C:10](=[CH:11][C:12]([CH:16]=[C:17]4[S:21][C:20](SCCC)=[N:19][C:18]4=[O:26])=[CH:13][CH:14]=3)[CH:9]=[N:8]2)=[C:4]([C:29]([F:32])([F:31])[F:30])[CH:3]=1.[NH:33]1[CH2:38][CH2:37][O:36][CH:35]([CH2:39][OH:40])[CH2:34]1>>[F:1][C:2]1[CH:28]=[CH:27][C:5]([CH2:6][N:7]2[C:15]3[C:10](=[CH:11][C:12]([CH:16]=[C:17]4[S:21][C:20]([N:33]5[CH2:38][CH2:37][O:36][C@H:35]([CH2:39][OH:40])[CH2:34]5)=[N:19][C:18]4=[O:26])=[CH:13][CH:14]=3)[CH:9]=[N:8]2)=[C:4]([C:29]([F:31])([F:32])[F:30])[CH:3]=1. Procedure: 5-[1-(4-Fluoro-2-trifluoromethyl-benzyl)-1H-indazol-5-ylmethylene]-2-((2S)-2-hydroxymethyl-morpholin-4-yl)-thiazol-4-one was prepared from 5-[1-(4-Fluoro-2-trifluoromethyl-benzyl)-1H-indazol-5-ylmethylene]-2-propylsulfanyl-thiazol-4-one and (2S) Morpholin-2-yl-methanol following General Procedure B. Reactants: CCOC(=O)N=NC(=O)OCC, C1CCOC1, O=C1SC(Cc2ccc(O)cc2)C(=O)N1C(c1ccccc1)(c1ccccc1)c1ccccc1, Cn1c(CO)cc2cccnc21, c1ccc(P(c2ccccc2)c2ccccc2)cc1. Yields the product Cn1c(COc2ccc(CC3SC(=O)N(C(c4ccccc4)(c4ccccc4)c4ccccc4)C3=O)cc2)cc2cccnc21. As a reaction SMILES: [O:47]=[C:48]([O:49][CH2:50][CH3:51])[N:52]=[N:53][C:54]([O:55][CH2:56][CH3:57])=[O:58].[O:78]1[CH2:79][CH2:80][CH2:81][CH2:82]1.[OH:13][c:14]1[cH:15][cH:16][c:17]([CH2:18][CH:19]2[C:20](=[O:44])[N:21]([C:25]([c:26]3[cH:27][cH:28][cH:29][cH:30][cH:31]3)([c:32]3[cH:33][cH:34][cH:35][cH:36][cH:37]3)[c:38]3[cH:39][cH:40][cH:41][cH:42][cH:43]3)[C:22](=[O:24])[S:23]2)[cH:45][cH:46]1.[OH:1][CH2:2][c:3]1[n:4]([CH3:12])[c:5]2[n:6][cH:7][cH:8][cH:9][c:10]2[cH:11]1.[c:59]1([P:60]([c:61]2[cH:62][cH:63][cH:64][cH:65][cH:66]2)[c:67]2[cH:68][cH:69][cH:70][cH:71][cH:72]2)[cH:73][cH:74][cH:75][cH:76][cH:77]1>>[O:1]([CH2:2][c:3]1[n:4]([CH3:12])[c:5]2[n:6][cH:7][cH:8][cH:9][c:10]2[cH:11]1)[c:14]1[cH:15][cH:16][c:17]([CH2:18][CH:19]2[C:20](=[O:44])[N:21]([C:25]([c:26]3[cH:27][cH:28][cH:29][cH:30][cH:31]3)([c:32]3[cH:33][cH:34][cH:35][cH:36][cH:37]3)[c:38]3[cH:39][cH:40][cH:41][cH:42][cH:43]3)[C:22](=[O:24])[S:23]2)[cH:45][cH:46]1. Starting materials: O=C([O-])[O-], Cc1ccn2ncnc(Cl)c12, ClCCl, O=[N+]([O-])c1ccc(O)c(F)c1, [K+], [K+], CN(C)C=O. The product is Cc1ccn2ncnc(Oc3ccc([N+](=O)[O-])cc3F)c12. RXN SMILES: [C:23](=[O:24])([O-:25])[O-:26].[Cl:1][c:2]1[n:3][cH:4][n:5][n:6]2[c:7]1[c:8]([CH3:11])[cH:9][cH:10]2.[Cl:34][CH2:35][Cl:36].[F:12][c:13]1[c:14]([OH:22])[cH:15][cH:16][c:17]([N+:19](=[O:20])[O-:21])[cH:18]1.[K+:27].[K+:28].[O:29]=[CH:30][N:31]([CH3:32])[CH3:33]>>[c:2]1([O:22][c:14]2[c:13]([F:12])[cH:18][c:17]([N+:19](=[O:20])[O-:21])[cH:16][cH:15]2)[n:3][cH:4][n:5][n:6]2[c:7]1[c:8]([CH3:11])[cH:9][cH:10]2. Starting materials: COc1ccnc(N2CC(C(=O)OC(C)(C)C)N(C)C2=O)n1, ClCCl, CN1C(=O)N(c2ncc(F)cn2)CC1C(=O)OC(C)(C)C. Product: COc1ccnc(N2CC(C(=O)O)N(C)C2=O)n1. As a reaction SMILES: [CH3:22][N:23]1[C:24](=[O:43])[N:25]([c:35]2[n:36][cH:37][cH:38][c:39]([O:41][CH3:42])[n:40]2)[CH2:26][CH:27]1[C:28](=[O:29])[O:30][C:31]([CH3:32])([CH3:33])[CH3:34].[Cl:44][CH2:45][Cl:46].[F:1][c:2]1[cH:3][n:4][c:5]([N:6]2[CH2:7][CH:8]([C:9]([O:10][C:11]([CH3:12])([CH3:13])[CH3:14])=[O:15])[N:16]([CH3:17])[C:18]2=[O:19])[n:20][cH:21]1>>[CH3:22][N:23]1[C:24](=[O:43])[N:25]([c:35]2[n:36][cH:37][cH:38][c:39]([O:41][CH3:42])[n:40]2)[CH2:26][CH:27]1[C:28](=[O:29])[OH:30]. The reactants are [N+](=[N-])=C1C(NC2=CC=CC=C12)=O (3-diazo-oxindole), C(C#C)(=O)OCCC (n-propyl propiolate). Run in C=1(C(=CC=CC1)C)C (xylene). The product is O=C1NC=2C=CC=CC2C=2N1N=C(C2)C(=O)OCCC (5,6-Dihydro-5-oxopyrazolo[1,5-c]-quinazoline-2-carboxylic acid, n-propyl ester). The yield is 43.9%. As a reaction SMILES: [N+:1](=[C:3]1[C:11]2[C:6](=[CH:7][CH:8]=[CH:9][CH:10]=2)[NH:5][C:4]1=[O:12])=[N-:2].[C:13]([O:17][CH2:18][CH2:19][CH3:20])(=[O:16])[C:14]#[CH:15]>C1(C)C(C)=CC=CC=1>[O:12]=[C:4]1[N:1]2[N:2]=[C:14]([C:13]([O:17][CH2:18][CH2:19][CH3:20])=[O:16])[CH:15]=[C:3]2[C:11]2[CH:10]=[CH:9][CH:8]=[CH:7][C:6]=2[NH:5]1. Reported procedure: 2.0 g (0.0126 mole) of 3-diazo-oxindole and 1.7 g (1.2 equivalents) of n-propyl propiolate are dissolved in xylene (85 ml) and refluxed under nitrogen for 24 hours. The dark reddish-brown precipitates are filtered off, washed with ether and dried. Yield: 1.5 g, 43.86% yield. Isolated yield 90.7%. The solvent is CN(C)C=O (DMF), CN(C)C=O (DMF). Yields the product COC1=C(C=C(C=2C3C(N(C(C3CCC21)=O)C)=O)C)OC (3a,4,5,9b-Tetrahydro-6,7-dimethoxy-2,9-dimethyl-1H-benz[e]isoindole-1,3-(2H)-dione). The reactants are COC1=C(C=C(C=2C3C(NC(C3CCC21)=O)=O)C)OC (3a,4,5,9b-tetrahydro-6,7-dimethoxy-9-methyl-1H-benz[e]isoindole-1,3-(2H)-dione), [H-].[Na+] (NaH), CI (methyliodide). Procedure: A solution of 3a,4,5,9b-tetrahydro-6,7-dimethoxy-9-methyl-1H-benz[e]isoindole-1,3-(2H)-dione (1.66 g, 6.1 mmole) and dry DMF (28 mL) was stirred under N2 at 0° as a suspension of NaH (60% in oil, washed with hexane, 0.25 g, 6.4 mmole) and DMF (2.8 mL) was added portionwise. The reaction mixture was stirred for 0.5 hour at 0°, and for 0.5 hour at room temperature, then was cooled again at 0° as methyliodide (9.41 mL, 6.6 mmole) was added dropwise. After one hour at 0° and 1.5 hours at room temper... Reaction conditions: time 0.5 hour. Reaction SMILES: [CH3:1][O:2][C:3]1[C:15]2[CH2:14][CH2:13][CH:12]3[CH:8]([C:9](=[O:17])[NH:10][C:11]3=[O:16])[C:7]=2[C:6]([CH3:18])=[CH:5][C:4]=1[O:19][CH3:20].[H-].[Na+].[CH3:23]I>CN(C=O)C>[CH3:1][O:2][C:3]1[C:15]2[CH2:14][CH2:13][CH:12]3[CH:8]([C:9](=[O:17])[N:10]([CH3:23])[C:11]3=[O:16])[C:7]=2[C:6]([CH3:18])=[CH:5][C:4]=1[O:19][CH3:20] |f:1.2|. The reactants are ClC1=C(C=C(C=C1)O)[N+](=O)[O-] (4-chloro-3-nitro-phenol), Cl.ClCC1=NC2=CC=CC=C2C=C1 (2-Chloromethyl-quinoline hydrochloride salt). Yields the product ClC1=C(C=C(OCC2=NC3=CC=CC=C3C=C2)C=C1)[N+](=O)[O-] (2-(4-Chloro-3-nitro-phenoxymethyl)-quinoline). Reaction SMILES: [Cl:1][C:2]1[CH:7]=[CH:6][C:5]([OH:8])=[CH:4][C:3]=1[N+:9]([O-:11])=[O:10].Cl.Cl[CH2:14][C:15]1[CH:24]=[CH:23][C:22]2[C:17](=[CH:18][CH:19]=[CH:20][CH:21]=2)[N:16]=1>>[Cl:1][C:2]1[CH:7]=[CH:6][C:5]([O:8][CH2:14][C:15]2[CH:24]=[CH:23][C:22]3[C:17](=[CH:18][CH:19]=[CH:20][CH:21]=3)[N:16]=2)=[CH:4][C:3]=1[N+:9]([O-:11])=[O:10] |f:1.2|. Procedure details: A solution of 4-chloro-3-nitro-phenol was reacted with 2-Chloromethyl-quinoline hydrochloride salt using the conditions described in Example 10C to provide 2-(4-Chloro-3-nitro-phenoxymethyl)-quinoline which was treated sequentially using the procedures from Examples 10D and 10E to provide the title product. Starting materials: COc1ccc(-c2ccc3cc(C=O)ccc3c2)cc1C12CC3CC(CC(C3)C1)C2, C[Si](C)(C)C#N, ClCCl, [I-], [I-], O, [Zn+2]. Yields the product COc1ccc(-c2ccc3cc(C(O)C#N)ccc3c2)cc1C12CC3CC(CC(C3)C1)C2. As a reaction SMILES: [C:1]12([c:11]3[cH:12][c:13](-[c:19]4[cH:20][c:21]5[cH:22][cH:23][c:24]([CH:29]=[O:30])[cH:25][c:26]5[cH:27][cH:28]4)[cH:14][cH:15][c:16]3[O:17][CH3:18])[CH2:2][CH:3]3[CH2:4][CH:5]([CH2:6][CH:7]([CH2:8]1)[CH2:9]3)[CH2:10]2.[CH3:31][Si:32]([CH3:33])([CH3:34])[C:35]#[N:36].[Cl:38][CH2:39][Cl:40].[I-:41].[I-:43].[OH2:37].[Zn+2:42]>>[C:1]12([c:11]3[cH:12][c:13](-[c:19]4[cH:20][c:21]5[cH:22][cH:23][c:24]([CH:29]([OH:30])[C:35]#[N:36])[cH:25][c:26]5[cH:27][cH:28]4)[cH:14][cH:15][c:16]3[O:17][CH3:18])[CH2:2][CH:3]3[CH2:4][CH:5]([CH2:6][CH:7]([CH2:8]1)[CH2:9]3)[CH2:10]2.